From a dataset of the Open Reaction Database (ORD), a public repository of structured organic reaction records. describe an organic reaction: reactants, conditions, products, and yield Reactants: CI, CN(C)C=O, O=[N+]([O-])c1ccc(S)cc1Cl, [H-], [Na+]. Yields the product CSc1ccc([N+](=O)[O-])c(Cl)c1. RXN SMILES: [CH3:14][I:15].[CH3:16][N:17]([CH3:18])[CH:19]=[O:20].[Cl:1][c:2]1[cH:3][c:4]([SH:11])[cH:5][cH:6][c:7]1[N+:8](=[O:9])[O-:10].[H-:12].[Na+:13]>>[Cl:1][c:2]1[cH:3][c:4]([S:11][CH3:14])[cH:5][cH:6][c:7]1[N+:8](=[O:9])[O-:10]. The reactants are [Br-].C(C)(=O)OCC[N+]1=CC=CC=C1 (N-(2-acetyloxyethyl)pyridinium bromide), C1(=CC=CC=C1)[B-](C1=CC=CC=C1)(C1=CC=CC=C1)C1=CC=CC=C1.[Na+] (sodium tetraphenylborate). Run in O (water), O (water), O (water). The product is C1(=CC=CC=C1)[B-](C1=CC=CC=C1)(C1=CC=CC=C1)C1=CC=CC=C1.C(C)(=O)OCC[N+]1=CC=CC=C1 (N-(2-Acetyloxyethyl)pyridinium Tetraphenylborate). As a reaction SMILES: [Br-].[C:2]([O:5][CH2:6][CH2:7][N+:8]1[CH:13]=[CH:12][CH:11]=[CH:10][CH:9]=1)(=[O:4])[CH3:3].[C:14]1([B-:20]([C:33]2[CH:38]=[CH:37][CH:36]=[CH:35][CH:34]=2)([C:27]2[CH:32]=[CH:31][CH:30]=[CH:29][CH:28]=2)[C:21]2[CH:26]=[CH:25][CH:24]=[CH:23][CH:22]=2)[CH:19]=[CH:18][CH:17]=[CH:16][CH:15]=1.[Na+]>O>[C:33]1([B-:20]([C:14]2[CH:15]=[CH:16][CH:17]=[CH:18][CH:19]=2)([C:21]2[CH:22]=[CH:23][CH:24]=[CH:25][CH:26]=2)[C:27]2[CH:32]=[CH:31][CH:30]=[CH:29][CH:28]=2)[CH:34]=[CH:35][CH:36]=[CH:37][CH:38]=1.[C:2]([O:5][CH2:6][CH2:7][N+:8]1[CH:13]=[CH:12][CH:11]=[CH:10][CH:9]=1)(=[O:4])[CH3:3] |f:0.1,2.3,5.6|. Procedure: To a solution of 24.61 grams (0.10 mol) of N-(2-acetyloxyethyl)pyridinium bromide in 250 milliters of water there was added a solution of 34.24 grams (0.10 mol) of sodium tetraphenylborate in 150 milliters of water. An oily precipitate formed which was treated with 500 milliters of water to give a white solid. The solid was collected and recrystallized from acetonitrile. The yield of product was 39.8 grams (81.99 % of theory); mp=223°-224° C. Reactants: BrCC1CC1, CN(C)C=O, CN1Cc2c(C#CCO)ncn2-c2cccc(Cl)c2C1=O, [K+], [OH-], O. The product is CN1Cc2c(C#CCOCC3CC3)ncn2-c2cccc(Cl)c2C1=O. RXN SMILES: [Br:24][CH2:25][CH:26]1[CH2:27][CH2:28]1.[CH3:30][N:31]([CH3:32])[CH:33]=[O:34].[Cl:3][c:4]1[cH:5][cH:6][cH:7][c:8]2[c:9]1[C:10](=[O:23])[N:11]([CH3:22])[CH2:12][c:13]1[n:14]-2[cH:15][n:16][c:17]1[C:18]#[C:19][CH2:20][OH:21].[K+:2].[OH-:1].[OH2:29]>>[Cl:3][c:4]1[cH:5][cH:6][cH:7][c:8]2[c:9]1[C:10](=[O:23])[N:11]([CH3:22])[CH2:12][c:13]1[n:14]-2[cH:15][n:16][c:17]1[C:18]#[C:19][CH2:20][O:21][CH2:25][CH:26]1[CH2:27][CH2:28]1. The solvent is CN(C=O)C (dimethylformamide), CN(C=O)C (dimethylformamide). Procedure: Sodium hydride (0:35 g) was dissolved in dry dimethylformamide (60 ml) and cooled at 0° then a solution of 4,6-dichloro-2ethoxycarbonyl-3-(E)-(2'-tert-butoxycarbonylethenyl)-1-H-indole (5.14 g) in dimethylformamide (40 ml) was added The reaction mixture was stirred for 45 min at 0° then phenylsulfonyl chloride (1.87 ml) was added and the solution stirred overnight at r.t. The solution was poured into a 0.5N aqueous solution of hydrochloric acid and extracted with ethyl acetate (400 ml). The orga... Reaction conditions: time 45 minute. Yields the product ClC1=C2C(=C(N(C2=CC(=C1)Cl)S(=O)(=O)C1=CC=CC=C1)C(=O)OCC)\C=C\C(=O)OC(C)(C)C ((E)4,6-dichloro-2-ethoxycarbonyl-3-(2'-tert-butoxycarbonylethenyl)-1-phenylsulfonyl-indole). Reactants: ClC1=C2C(=C(NC2=CC(=C1)Cl)C(=O)OCC)\C=C\C(=O)OC(C)(C)C (4,6-dichloro-2ethoxycarbonyl-3-(E)-(2'-tert-butoxycarbonylethenyl)-1-H-indole), [H-].[Na+] (Sodium hydride), aqueous solution, Cl (hydrochloric acid), C1(=CC=CC=C1)S(=O)(=O)Cl (phenylsulfonyl chloride). Reaction SMILES: [H-].[Na+].[Cl:3][C:4]1[CH:12]=[C:11]([Cl:13])[CH:10]=[C:9]2[C:5]=1[C:6](/[CH:19]=[CH:20]/[C:21]([O:23][C:24]([CH3:27])([CH3:26])[CH3:25])=[O:22])=[C:7]([C:14]([O:16][CH2:17][CH3:18])=[O:15])[NH:8]2.[C:28]1([S:34](Cl)(=[O:36])=[O:35])[CH:33]=[CH:32][CH:31]=[CH:30][CH:29]=1.Cl>CN(C)C=O>[Cl:3][C:4]1[CH:12]=[C:11]([Cl:13])[CH:10]=[C:9]2[C:5]=1[C:6](/[CH:19]=[CH:20]/[C:21]([O:23][C:24]([CH3:26])([CH3:25])[CH3:27])=[O:22])=[C:7]([C:14]([O:16][CH2:17][CH3:18])=[O:15])[N:8]2[S:34]([C:28]1[CH:33]=[CH:32][CH:31]=[CH:30][CH:29]=1)(=[O:36])=[O:35] |f:0.1|. Isolated yield 82.0%. Product: C(CS)(=O)OCCCCCC(C)C (Isooctyl Thioglycolate). RXN SMILES: [C:1]([OH:5])(=[O:4])[CH2:2][SH:3].[CH2:6]([CH:8]([CH2:11][CH2:12][CH2:13][CH3:14])[CH2:9]O)C.[C:15](=O)(O)[O-].[Na+]>O>[C:1]([O:5][CH2:15][CH2:14][CH2:13][CH2:12][CH2:11][CH:8]([CH3:6])[CH3:9])(=[O:4])[CH2:2][SH:3] |f:2.3|. The reactants are C(CS)(=O)O (thioglycolic acid), C(C)C(CO)CCCC (2-ethylhexanol), C([O-])(O)=O.[Na+] (sodium bicarbonate). Procedure: A mixture of 2.5 g of Amberlyst A-15, 71.0 g (0.763 mol) of thioglycolic acid and 109.8 g (0.843 mol) of 2-ethylhexanol is heated as described in Example 1, using a water separator, until no further water passes over. The residue is neutralized with 15 ml of a 10% sodium bicarbonate solution at 25° C. and washed with 15 ml of a 3% sodium chloride solution. After the aqueous phase (31.9 g of wash water polluted with thioglycolic acid) has been removed, the residue is distilled under reduced press... The solvent is O (water), O (water). The reactants are C1(CCCC1)NCC(C(=O)OCC)(C)O (ethyl 3-(cyclopentylamino)-2-hydroxy-2-methylpropanoate), C(C1=CC=CC=C1)Br (benzyl bromide), CCOC(=O)C (EtOAc), C(=O)([O-])[O-].[K+].[K+] (K2CO3). Run in C(C)#N (acetonitrile). Run at temperature 80 celsius. Yields the product C(C1=CC=CC=C1)N(CC(C(=O)OCC)(C)O)C1CCCC1 (Ethyl 3-(benzyl(cyclopentyl)amino)-2-hydroxy-2-methylpropanoate). The yield is 76.4%. As a reaction SMILES: [CH:1]1([NH:6][CH2:7][C:8]([OH:15])([CH3:14])[C:9]([O:11][CH2:12][CH3:13])=[O:10])[CH2:5][CH2:4][CH2:3][CH2:2]1.[CH2:16](Br)[C:17]1[CH:22]=[CH:21][CH:20]=[CH:19][CH:18]=1.C([O-])([O-])=O.[K+].[K+].CCOC(C)=O>C(#N)C>[CH2:16]([N:6]([CH:1]1[CH2:2][CH2:3][CH2:4][CH2:5]1)[CH2:7][C:8]([OH:15])([CH3:14])[C:9]([O:11][CH2:12][CH3:13])=[O:10])[C:17]1[CH:22]=[CH:21][CH:20]=[CH:19][CH:18]=1 |f:2.3.4|. Procedure details: To ethyl 3-(cyclopentylamino)-2-hydroxy-2-methylpropanoate (3.9 g, 18 mmol) in 50 ml of acetonitrile at room temperature, was added benzyl bromide (3.2 ml, 27.2 mmol) dropwise, followed by K2CO3 (7.5 g, 54.3 mmol). The reaction mixture was heated at 80° C. for 18 h. It was then diluted to EtOAc, washed by brine and water. Organic extract dried and concentrated to a residue, which was purified on silica gel column chromatographically (Hex/EtOAc=100:1 to 10:1) to give 4.2 g product (77%). [M+H] ca... The reactants are O=C([O-])[O-], CCc1nc2c(Cl)c(C#N)ccc2[nH]1, FC(F)(F)c1cccc(-c2nc(CCl)no2)c1, [Cs+], [Cs+], CN(C)C=O. Product: CCc1nc2c(Cl)c(C#N)ccc2n1Cc1noc(-c2cccc(C(F)(F)F)c2)n1. Reaction SMILES: [C:15](=[O:16])([O-:17])[O-:18].[Cl:1][c:2]1[c:3]([C:13]#[N:14])[cH:4][cH:5][c:6]2[nH:7][c:8]([CH2:11][CH3:12])[n:9][c:10]12.[Cl:21][CH2:22][c:23]1[n:24][o:25][c:26](-[c:28]2[cH:29][c:30]([C:34]([F:35])([F:36])[F:37])[cH:31][cH:32][cH:33]2)[n:27]1.[Cs+:19].[Cs+:20].[O:38]=[CH:39][N:40]([CH3:41])[CH3:42]>>[Cl:1][c:2]1[c:3]([C:13]#[N:14])[cH:4][cH:5][c:6]2[n:7]([CH2:22][c:23]3[n:24][o:25][c:26](-[c:28]4[cH:29][c:30]([C:34]([F:35])([F:36])[F:37])[cH:31][cH:32][cH:33]4)[n:27]3)[c:8]([CH2:11][CH3:12])[n:9][c:10]12.